This data is from the Open Reaction Database (ORD), a public repository of structured organic reaction records. The task is: describe an organic reaction: reactants, conditions, products, and yield Reactants: [BH4-].[Na+] (sodium borohydride), COC(=O)C=1C(=NC=2N(C1C1=C(C=CC=C1)C(F)(F)F)N=CC2)C (6-methoxycarbonyl-5-methyl-7-(2-trifluoromethylphenyl)pyrazolo[1,5-a]pyrimidine), O (water). Solvent: CO (methanol). Conditions: temperature 60 celsius. The product is COC(=O)C1=C(NC=2N(C1C1=C(C=CC=C1)C(F)(F)F)N=CC2)C (6-methoxycarbonyl-5-methyl-7-(2-trifluoromethylphenyl)-4,7-dihydropyrazolo[1,5-a]pyrimidine). As a reaction SMILES: [BH4-].[Na+].[CH3:3][O:4][C:5]([C:7]1[C:8]([CH3:26])=[N:9][C:10]2[N:11]([N:23]=[CH:24][CH:25]=2)[C:12]=1[C:13]1[CH:18]=[CH:17][CH:16]=[CH:15][C:14]=1[C:19]([F:22])([F:21])[F:20])=[O:6].O>CO>[CH3:3][O:4][C:5]([C:7]1[CH:12]([C:13]2[CH:18]=[CH:17][CH:16]=[CH:15][C:14]=2[C:19]([F:21])([F:22])[F:20])[N:11]2[N:23]=[CH:24][CH:25]=[C:10]2[NH:9][C:8]=1[CH3:26])=[O:6] |f:0.1|. Procedure: 16 mg of sodium borohydride is added gradually to a solution of 17 mg of 6-methoxycarbonyl-5-methyl-7-(2-trifluoromethylphenyl)pyrazolo[1,5-a]pyrimidine in 1 ml of methanol with stirring and heating at 60° C. The reaction mixture is poured into water, extracted with ethyl acetate and dried. The solvent is removed and the residue is recrystallized from methanol to give 6-methoxycarbonyl-5-methyl-7-(2-trifluoromethylphenyl)-4,7-dihydropyrazolo[1,5-a]pyrimidine, melting at 209°-210° C. The reactants are C1CCOC1, COC(CCl)OC, CC(C)(C)[O-], Fc1ccccc1S, [K+], O. Product: COC(CSc1ccccc1F)OC. As a reaction SMILES: [CH2:23]1[O:24][CH2:25][CH2:26][CH2:27]1.[CH3:15][O:16][CH:17]([CH2:18][Cl:19])[O:20][CH3:21].[CH3:9][C:10]([CH3:11])([O-:12])[CH3:13].[F:1][c:2]1[c:3]([SH:8])[cH:4][cH:5][cH:6][cH:7]1.[K+:14].[OH2:22]>>[F:1][c:2]1[c:3]([S:8][CH2:18][CH:17]([O:16][CH3:15])[O:20][CH3:21])[cH:4][cH:5][cH:6][cH:7]1.